This data is from the Open Reaction Database (ORD), a public repository of structured organic reaction records. The task is: describe an organic reaction: reactants, conditions, products, and yield Reactants: N(=NC(=O)OCC)C(=O)OCC (Diethyl azodicarboxylate), N1=CC=C(C=C1)N1CCC(CC1)O (1-(4-pyridyl)piperidin-4-ol), C(C)(C)(C)OC(=O)NC=1C=C(C=CC1)O (3-(N-tert-butoxycarbonylamino)phenol), C1(=CC=CC=C1)P(C1=CC=CC=C1)C1=CC=CC=C1 (triphenylphosphine), resultant mixture. The solvent is C1CCOC1 (THF). Conditions: temperature 4 celsius. Yields the product N1=CC=C(C=C1)N1CCC(CC1)OC=1C=C(C=CC1)NC(OC(C)(C)C)=O (tert-butyl N-{3-[1-(4-pyridyl)piperidin-4-yloxy]phenyl}carbamate). Yield: 66.2%. Reaction SMILES: N(C(OCC)=O)=NC(OCC)=O.[N:13]1[CH:18]=[CH:17][C:16]([N:19]2[CH2:24][CH2:23][CH:22]([OH:25])[CH2:21][CH2:20]2)=[CH:15][CH:14]=1.[C:26]([O:30][C:31]([NH:33][C:34]1[CH:35]=[C:36](O)[CH:37]=[CH:38][CH:39]=1)=[O:32])([CH3:29])([CH3:28])[CH3:27].C1(P(C2C=CC=CC=2)C2C=CC=CC=2)C=CC=CC=1>C1COCC1>[N:13]1[CH:18]=[CH:17][C:16]([N:19]2[CH2:24][CH2:23][CH:22]([O:25][C:38]3[CH:39]=[C:34]([NH:33][C:31](=[O:32])[O:30][C:26]([CH3:28])([CH3:27])[CH3:29])[CH:35]=[CH:36][CH:37]=3)[CH2:21][CH2:20]2)=[CH:15][CH:14]=1. Procedure details: Diethyl azodicarboxylate (3 ml) was added over 15 minutes to a stirred mixture of 1-(4-pyridyl)piperidin-4-ol (3.39 g), 3-(N-tert-butoxycarbonylamino)phenol (Chemical Abstracts, vol. 119, abstract 139113; PCT Patent Application WO 9306085; 3.98 g), triphenylphosphine (4.99 g) and THF (150 ml) which had been cooled to 4° C. The resultant mixture was stirred for 48 hours at ambient temperature. The solvent was evaporated and the residue was purified by column chromatography using a 9:1 mixture of ...